Dataset: the Open Reaction Database (ORD), a public repository of structured organic reaction records. Task: describe an organic reaction: reactants, conditions, products, and yield Reactants: N#Cc1c2c(c[nH]c1=O)C(=O)c1ccccc1-2, O, O=S(=O)(O)O. The product is NC(=O)c1c2c(c[nH]c1=O)C(=O)c1ccccc1-2. As a reaction SMILES: [O:1]=[c:2]1[c:3]([C:16]#[N:17])[c:4]2[c:5]([cH:6][nH:7]1)[C:8](=[O:15])[c:9]1[cH:10][cH:11][cH:12][cH:13][c:14]1-2.[OH2:23].[S:18]([OH:19])(=[O:20])(=[O:21])[OH:22]>>[O:1]=[c:2]1[c:3]([C:16]([NH2:17])=[O:19])[c:4]2[c:5]([cH:6][nH:7]1)[C:8](=[O:15])[c:9]1[cH:10][cH:11][cH:12][cH:13][c:14]1-2. Reactants: O=C([O-])[O-], CS(C)=O, O=C1c2ccc(F)cc2C(=O)c2cc3ccccc3cc21, [K+], [K+], O, OCCS. Yields the product O=C1c2ccc(SCCO)cc2C(=O)c2cc3ccccc3cc21. As a reaction SMILES: [C:26](=[O:27])([O-:28])[O-:29].[CH3:32][S:33]([CH3:34])=[O:35].[F:1][c:2]1[cH:3][c:4]2[c:17]([cH:18][cH:19]1)[C:16](=[O:20])[c:15]1[c:6]([cH:7][c:8]3[cH:9][cH:10][cH:11][cH:12][c:13]3[cH:14]1)[C:5]2=[O:21].[K+:30].[K+:31].[OH2:36].[SH:22][CH2:23][CH2:24][OH:25]>>[c:2]1([S:22][CH2:23][CH2:24][OH:25])[cH:3][c:4]2[c:17]([cH:18][cH:19]1)[C:16](=[O:20])[c:15]1[c:6]([cH:7][c:8]3[cH:9][cH:10][cH:11][cH:12][c:13]3[cH:14]1)[C:5]2=[O:21]. Starting materials: COC1=CC=C(CN2C(C(=C(C=C2)CCO)[N+](=O)[O-])=O)C=C1 (1-(4-methoxybenzyl)-4-hydroxyethyl-3-nitro-2-pyridone), C1(=CC=CC=C1)S(=O)(=O)Cl (benzenesulfonyl chloride). Solvent: C(C)(=O)OCC (ethyl acetate), N1=CC=CC=C1 (pyridine). Run at time 4 day. Product: COC1=CC=C(CN2C(C(=C(C=C2)C=C)[N+](=O)[O-])=O)C=C1 (1-(4-methoxybenzyl)-4-vinyl-3-nitro-2-pyridone). Yield: 83.3%. Reaction SMILES: [CH3:1][O:2][C:3]1[CH:22]=[CH:21][C:6]([CH2:7][N:8]2[CH:13]=[CH:12][C:11]([CH2:14][CH2:15]O)=[C:10]([N+:17]([O-:19])=[O:18])[C:9]2=[O:20])=[CH:5][CH:4]=1.C1(S(Cl)(=O)=O)C=CC=CC=1>N1C=CC=CC=1.C(OCC)(=O)C>[CH3:1][O:2][C:3]1[CH:22]=[CH:21][C:6]([CH2:7][N:8]2[CH:13]=[CH:12][C:11]([CH:14]=[CH2:15])=[C:10]([N+:17]([O-:19])=[O:18])[C:9]2=[O:20])=[CH:5][CH:4]=1. Procedure: To a solution of 1-(4-methoxybenzyl)-4-hydroxyethyl-3-nitro-2-pyridone (0.35 g, 1.2 mmol) in pyridine (4 mL) was added benzenesulfonyl chloride (0.2 mL). After 4 days, the mixture was diluted with ethyl acetate, and washed with dilute hydrochloric acid. The aqueous phase was basified to pH 13 with aqueous KOH, and after 30 minutes was extracted with ethyl acetate. The organic phase was dried, filtered and evaporated to give 1-(4-methoxybenzyl)-4-vinyl-3-nitro-2-pyridone (0.29 g, 1.0 mmol, 83%).